This data is from the Open Reaction Database (ORD), a public repository of structured organic reaction records. The task is: describe an organic reaction: reactants, conditions, products, and yield Starting materials: C/1=C/CC\C=C\CCCC1 (cis,trans-1,5-cyclodecadiene), solution, C1=CC=CC=C1 (benzene). The reagents and catalysts are [W](Cl)(Cl)(Cl)(Cl)(Cl)Cl (tungsten hexachloride). The product is C1=CCCCCCCCCCC1 (cyclododecene). As a reaction SMILES: [CH:1]1=[CH:2][CH2:3][CH2:4][CH:5]=[CH:6][CH2:7][CH2:8][CH2:9][CH2:10]1.[CH:11]1C=CC=C[CH:12]=1>[W](Cl)(Cl)(Cl)(Cl)(Cl)Cl>[CH:1]1[CH2:2][CH2:3][CH2:4][CH2:5][CH2:6][CH2:7][CH2:8][CH2:9][CH2:10][CH2:12][CH:11]=1. Reported procedure: Using the mode of operation set forth in Example 1--except for Experiment 31, wherein 15 ml. of monomer was employed--30 ml. (158 mmol.) of cyclododecene (mixture of isomers with 70.3% trans- and 29.7% cis-cyclododecene) was polymerized with a catalyst of varying amounts of cis,trans-1,5-cyclodecadiene and 1.5 ml. of a 0.1-molar solution of tungsten hexachloride in benzene. The results of Comparative Experiment B, as well as Experiments 31-38, are indicated in Table V. Starting materials: C(C)(C)NC(C)C (diisopropylamine), Cl.ClCC=1C=NC=CC1 (3-chloromethylpyridine hydrochloride), C(CCC)[Li] (Butyllithium), [Cl-].[NH4+] (ammonium chloride), C(C(C)C)(=O)OCC (ethyl isobutyrate). The solvent is CN1CCCN(C1=O)C (DMPU), C1CCOC1 (THF), CCCCCC (hexane). Run at temperature -70 celsius, time 20 minute. Yields the product N1=CC(=CC=C1)CC(C(=O)OCC)(C)C (ethyl 3-(3-pyridyl)-2,2-dimethylpropionate). Reaction SMILES: C([Li])CCC.C(NC(C)C)(C)C.[C:13]([O:18][CH2:19][CH3:20])(=[O:17])[CH:14]([CH3:16])[CH3:15].Cl.Cl[CH2:23][C:24]1[CH:25]=[N:26][CH:27]=[CH:28][CH:29]=1.[Cl-].[NH4+]>CCCCCC.C1COCC1.CN1C(=O)N(C)CCC1>[N:26]1[CH:27]=[CH:28][CH:29]=[C:24]([CH2:23][C:14]([CH3:16])([CH3:15])[C:13]([O:18][CH2:19][CH3:20])=[O:17])[CH:25]=1 |f:3.4,5.6|. Reported procedure: 1.5M Butyllithium in hexane (20 ml) was added dropwise, under argon, to a stirred, cooled (-20° C.) solution of diisopropylamine (4.2 ml) in THF (50 ml). After 10 minutes the mixture was cooled to -70° C. and ethyl isobutyrate (3.99 ml) was added dropwise keeping the temperature <-60° C. Stirring was continued for 20 minutes after completion of the addition then DMPU (15 ml) was added followed by solid 3-chloromethylpyridine hydrochloride (2.0 g). After stirring for 30 minutes at -70° C., the mi... Reactants: [Cl-].[NH4+] (ammonium chloride), intermediate, CC(C)([O-])C.[K+] (potassium tert-butoxide), OCCN1CCN(CC1)C(=O)OCC1=CC=CC=C1 (benzyl 4-(2-hydroxyethyl)-1-piperazinecarboxylate), FC1=C(C#N)C=C(C=C1)F (2,5-difluorobenzonitrile). Reagents/catalysts: [C].[Pd] (palladium carbon). The solvent is C(C)OCC (diethyl ether), CO (methanol), O1CCCC1 (tetrahydrofuran), O1CCCC1 (tetrahydrofuran). Conditions: time 1 hour. The product is C(#N)C1=C(OCCN2CCNCC2)C=CC(=C1)F (2-(2-cyano-4-fluorophenoxy)ethylpiperazine). Isolated yield 36.9%. As a reaction SMILES: CC(C)([O-])C.[K+].[OH:7][CH2:8][CH2:9][N:10]1[CH2:15][CH2:14][N:13](C(OCC2C=CC=CC=2)=O)[CH2:12][CH2:11]1.F[C:27]1[CH:34]=[CH:33][C:32]([F:35])=[CH:31][C:28]=1[C:29]#[N:30].[Cl-].[NH4+]>CO.[C].[Pd].C(OCC)C.O1CCCC1>[C:29]([C:28]1[CH:31]=[C:32]([F:35])[CH:33]=[CH:34][C:27]=1[O:7][CH2:8][CH2:9][N:10]1[CH2:11][CH2:12][NH:13][CH2:14][CH2:15]1)#[N:30] |f:0.1,4.5,7.8|. Procedure: Under nitrogen atmosphere, potassium tert-butoxide (869 mg) was added to a tetrahydrofuran solution (10 ml) of benzyl 4-(2-hydroxyethyl)-1-piperazinecarboxylate (1.86 g) in an ice bath. After stirring for one hour, the reaction system was transferred to a dry ice-methanol bath, and after 10 minutes, a 2,5-difluorobenzonitrile (1.09 g)/tetrahydrofuran solution (5 ml) was added thereto. After stirring for 2 hours while the temperature of the reaction system was naturally returned to a room tempera... The reactants are COc1cncc(Br)c1, O=C([O-])[O-], C1COCCO1, CC1(C)c2cccc(P(c3ccccc3)c3ccccc3)c2Oc2c(P(c3ccccc3)c3ccccc3)cccc21, ClCCl, [Cs+], [Cs+], O=C1Nc2ccccc2C12COc1cc3c(cc12)OCO3, CC(=O)[O-], CC(=O)[O-], [Pd+2]. Yields the product COc1cncc(N2C(=O)C3(COc4cc5c(cc43)OCO5)c3ccccc32)c1. RXN SMILES: [Br:22][c:23]1[cH:24][n:25][cH:26][c:27]([O:29][CH3:30])[cH:28]1.[C:73](=[O:74])([O-:75])[O-:76].[CH2:91]1[O:92][CH2:93][CH2:94][O:95][CH2:96]1.[CH3:31][C:32]1([CH3:33])[c:34]2[cH:35][cH:36][cH:37][c:38]([P:39]([c:40]3[cH:41][cH:42][cH:43][cH:44][cH:45]3)[c:46]3[cH:47][cH:48][cH:49][cH:50][cH:51]3)[c:52]2[O:53][c:54]2[c:55]1[cH:56][cH:57][cH:58][c:59]2[P:60]([c:61]1[cH:62][cH:63][cH:64][cH:65][cH:66]1)[c:67]1[cH:68][cH:69][cH:70][cH:71][cH:72]1.[Cl:79][CH2:80][Cl:81].[Cs+:77].[Cs+:78].[NH:1]1[C:2](=[O:21])[C:3]2([CH2:4][O:5][c:6]3[c:7]2[cH:8][c:9]2[c:10]([cH:14]3)[O:11][CH2:12][O:13]2)[c:15]2[cH:16][cH:17][cH:18][cH:19][c:20]21.[O-:83][C:84]([CH3:85])=[O:86].[O-:87][C:88]([CH3:89])=[O:90].[Pd+2:82]>>[N:1]1([c:23]2[cH:24][n:25][cH:26][c:27]([O:29][CH3:30])[cH:28]2)[C:2](=[O:21])[C:3]2([CH2:4][O:5][c:6]3[c:7]2[cH:8][c:9]2[c:10]([cH:14]3)[O:11][CH2:12][O:13]2)[c:15]2[cH:16][cH:17][cH:18][cH:19][c:20]21.